Dataset: the Open Reaction Database (ORD), a public repository of structured organic reaction records. Task: describe an organic reaction: reactants, conditions, products, and yield Starting materials: CC(C)(C)OC(=O)NC(CCNCC(NC(=O)OC(C)(C)C)C(=O)O)C(=O)O, O=C(Cl)OCc1ccccc1, [Na+], O=C([O-])O, C1COCCO1, O. The product is CC(C)(C)OC(=O)NC(CCN(CC(NC(=O)OC(C)(C)C)C(=O)O)C(=O)OCc1ccccc1)C(=O)O. RXN SMILES: [C:17]([CH3:18])([CH3:19])([CH3:20])[O:21][C:22](=[O:23])[NH:24][CH:25]([C:26](=[O:27])[OH:28])[CH2:29][NH:30][CH2:31][CH2:32][CH:33]([C:34](=[O:35])[OH:36])[NH:37][C:38](=[O:39])[O:40][C:41]([CH3:42])([CH3:43])[CH3:44].[CH2:6]([c:7]1[cH:8][cH:9][cH:10][cH:11][cH:12]1)[O:13][C:14](=[O:15])[Cl:16].[Na+:5].[O-:1][C:2]([OH:3])=[O:4].[O:45]1[CH2:46][CH2:47][O:48][CH2:49][CH2:50]1.[OH2:51]>>[CH2:6]([c:7]1[cH:8][cH:9][cH:10][cH:11][cH:12]1)[O:13][C:14](=[O:15])[N:30]([CH2:29][CH:25]([NH:24][C:22]([O:21][C:17]([CH3:18])([CH3:19])[CH3:20])=[O:23])[C:26](=[O:27])[OH:28])[CH2:31][CH2:32][CH:33]([C:34](=[O:35])[OH:36])[NH:37][C:38](=[O:39])[O:40][C:41]([CH3:42])([CH3:43])[CH3:44]. Reactants: O=C([O-])[O-], CC(C)c1cc(OCc2ccccc2)ccc1C(=O)O, CCI, CN(C)C=O, [K+], [K+]. Product: CCOC(=O)c1ccc(OCc2ccccc2)cc1C(C)C. As a reaction SMILES: [C:24](=[O:25])([O-:26])[O-:27].[CH2:1]([c:2]1[cH:3][cH:4][cH:5][cH:6][cH:7]1)[O:8][c:9]1[cH:10][c:11]([CH:18]([CH3:19])[CH3:20])[c:12]([C:13](=[O:14])[OH:15])[cH:16][cH:17]1.[CH2:21]([CH3:22])[I:23].[CH3:30][N:31]([CH3:32])[CH:33]=[O:34].[K+:28].[K+:29]>>[CH2:1]([c:2]1[cH:3][cH:4][cH:5][cH:6][cH:7]1)[O:8][c:9]1[cH:10][c:11]([CH:18]([CH3:19])[CH3:20])[c:12]([C:13](=[O:14])[O:15][CH2:21][CH3:22])[cH:16][cH:17]1. Reactants: C(C)(=O)Cl (acetyl chloride), COC=1C=C2C3CCCCC3C(CC2=CC1)C1=CC=C(C=C1)OC (6-Methoxy-10-(4-methoxy-phenyl)-1,2,3,4,4a,9,10,10a-octahydro-phenanthrene), [Cl-].[Al+3].[Cl-].[Cl-] (aluminum chloride), Cl (HCl). Run in C(Cl)Cl (methylene chloride), O (water). Reaction conditions: temperature -5 celsius, time 2 hour. Yields the product ethyl acetate hexanes, COC=1C(=CC=2CC(C3CCCCC3C2C1)C1=CC=C(C=C1)OC)C(C)=O (1-[3-Methoxy-9-(4-methoxy-phenyl)-4b,5,6,7,8,8a,9,10-octahydro-phenanthren-2-yl]-ethanone). Isolated yield 55.6%. Reaction SMILES: [CH3:1][O:2][C:3]1[CH:4]=[C:5]2[C:14](=[CH:15][CH:16]=1)[CH2:13][CH:12]([C:17]1[CH:22]=[CH:21][C:20]([O:23][CH3:24])=[CH:19][CH:18]=1)[CH:11]1[CH:6]2[CH2:7][CH2:8][CH2:9][CH2:10]1.[Cl-].[Al+3].[Cl-].[Cl-].[C:29](Cl)(=[O:31])[CH3:30].Cl>O.C(Cl)Cl>[CH3:1][O:2][C:3]1[C:16]([C:29](=[O:31])[CH3:30])=[CH:15][C:14]2[CH2:13][CH:12]([C:17]3[CH:22]=[CH:21][C:20]([O:23][CH3:24])=[CH:19][CH:18]=3)[CH:11]3[CH:6]([C:5]=2[CH:4]=1)[CH2:7][CH2:8][CH2:9][CH2:10]3 |f:1.2.3.4|. Reported procedure: Combine 6-Methoxy-10-(4-methoxy-phenyl)-1,2,3,4,4a,9,10,10a-octahydro-phenanthrene (0.13 g, 0.4 mmol) and methylene chloride (6 ml). Cool to −5° C. and add aluminum chloride (0.11, 0.81 mmol) followed by acetyl chloride (0.032 g, 0.4 mmol). After 2 hours, add ice, water and 1N HCl. Filter precipitate and rinse filtrate with sodium bicarbonate solution solution followed by brine. Remove solvent in vacuo, and chromatograph on silica gel with 17% ethyl acetate/hexanes to yield the titled compound (... Starting materials: Cl.C(#N)C1(CC1)NC(=O)[C@H]1NC[C@@H](C1)S(=O)(=O)C1=C(C=CC=C1)Cl ((2S,4R)-4-(2-chloro-benzenesulfonyl)-pyrrolidine-2-carboxylic acid (1-cyano-cyclopropyl)-amide hydrochloride), C(C)=O (acetaldehyde). Yields the product C(#N)C1(CC1)NC(=O)[C@H]1N(C[C@@H](C1)S(=O)(=O)C1=C(C=CC=C1)Cl)CC ((2S,4R)-4-(2-chloro-benzenesulfonyl)-1-ethyl-pyrrolidine-2-carboxylic acid (1-cyano-cyclopropyl)-amide). As a reaction SMILES: Cl.[C:2]([C:4]1([NH:7][C:8]([C@@H:10]2[CH2:14][C@@H:13]([S:15]([C:18]3[CH:23]=[CH:22][CH:21]=[CH:20][C:19]=3[Cl:24])(=[O:17])=[O:16])[CH2:12][NH:11]2)=[O:9])[CH2:6][CH2:5]1)#[N:3].[CH:25](=O)[CH3:26]>>[C:2]([C:4]1([NH:7][C:8]([C@@H:10]2[CH2:14][C@@H:13]([S:15]([C:18]3[CH:23]=[CH:22][CH:21]=[CH:20][C:19]=3[Cl:24])(=[O:17])=[O:16])[CH2:12][N:11]2[CH2:25][CH3:26])=[O:9])[CH2:6][CH2:5]1)#[N:3] |f:0.1|. Reported procedure: (2S,4R)-4-(2-chloro-benzenesulfonyl)-pyrrolidine-2-carboxylic acid (1-cyano-cyclopropyl)-amide hydrochloride from experiment K4 was reductively aminated with acetaldehyde in analogy to experiment L3 to give (2S,4R)-4-(2-chloro-benzenesulfonyl)-1-ethyl-pyrrolidine-2-carboxylic acid (1-cyano-cyclopropyl)-amide as a colorless oil. MS: 382.3 [M+H]+. Reactants: C(C(C)(C)C)(=O)CC#N (pivaloylacetonitrile), [OH-].[K+] (potassium hydroxide), S(=O)(=O)(O)O.NO (hydroxylamine sulfate). Solvent: O (water). Conditions: time 3 minute. Product: NC1=NOC(=C1)C(C)(C)C (3-amino-5-t-butylisoxazole). Isolated yield 124.7%. Reaction SMILES: [C:1]([CH2:7][C:8]#[N:9])(=[O:6])[C:2]([CH3:5])([CH3:4])[CH3:3].[OH-].[K+].S(O)(O)(=O)=O.[NH2:17]O>O>[NH2:9][C:8]1[CH:7]=[C:1]([C:2]([CH3:5])([CH3:4])[CH3:3])[O:6][N:17]=1 |f:1.2,3.4|. Procedure details: To a suspension of pivaloylacetonitrile (1.252 g) and 86% potassium hydroxide (0.717 g) in water (20 ml) is added hydroxylamine sulfate (0.903 g) at 25° C. and the mixture is stirred for 3 minutes. pH 8.30. The reaction mixture is treated as in Example 2 to give 3-amino-5-t-butylisoxazole (1.204 g). Yield, 85.9%. Purity, 95.8%. Reactants: CO, ClCCl, CC(C)C(NC(=O)Cn1c(-c2ccccc2)ccc(NC(=O)Cc2ccccc2)c1=O)C(O)C(F)(F)F. The product is CC(C)C(NC(=O)Cn1c(-c2ccccc2)ccc(NC(=O)Cc2ccccc2)c1=O)C(=O)C(F)(F)F. Reaction SMILES: [CH3:41][OH:42].[Cl:38][CH2:39][Cl:40].[O:1]=[c:2]1[n:3]([CH2:24][C:25](=[O:26])[NH:27][CH:28]([CH:29]([C:30]([F:31])([F:32])[F:33])[OH:34])[CH:35]([CH3:36])[CH3:37])[c:4](-[c:18]2[cH:19][cH:20][cH:21][cH:22][cH:23]2)[cH:5][cH:6][c:7]1[NH:8][C:9]([CH2:10][c:11]1[cH:12][cH:13][cH:14][cH:15][cH:16]1)=[O:17]>>[O:1]=[c:2]1[n:3]([CH2:24][C:25](=[O:26])[NH:27][CH:28]([C:29]([C:30]([F:31])([F:32])[F:33])=[O:34])[CH:35]([CH3:36])[CH3:37])[c:4](-[c:18]2[cH:19][cH:20][cH:21][cH:22][cH:23]2)[cH:5][cH:6][c:7]1[NH:8][C:9]([CH2:10][c:11]1[cH:12][cH:13][cH:14][cH:15][cH:16]1)=[O:17]. The reactants are F[B-](F)(F)F, CCO, Cc1cc(C(=O)O)ccc1C(=O)N1CCCC1, CCN(C(C)C)C(C)C, C#CCC(N)c1nc2cc(Cl)ccc2[nH]1, Cl, ClCCl, C1CCOC1, CN(C)C(On1nnc2ccccc21)=[N+](C)C. Yields the product C#CCC(NC(=O)c1ccc(C(=O)N2CCCC2)c(C)c1)c1nc2cc(Cl)ccc2[nH]1. RXN SMILES: [B-:18]([F:19])([F:20])([F:21])[F:22].[CH2:70]([OH:71])[CH3:72].[CH3:1][c:2]1[cH:3][c:4]([C:5](=[O:6])[OH:7])[cH:8][cH:9][c:10]1[C:11](=[O:12])[N:13]1[CH2:14][CH2:15][CH2:16][CH2:17]1.[CH:40]([N:41]([CH:42]([CH3:43])[CH3:44])[CH2:45][CH3:46])([CH3:47])[CH3:48].[Cl:49][c:50]1[cH:51][c:52]2[c:53]([nH:54][c:55]([CH:57]([CH2:58][C:59]#[CH:60])[NH2:61])[n:56]2)[cH:62][cH:63]1.[Cl:64].[Cl:73][CH2:74][Cl:75].[O:65]1[CH2:66][CH2:67][CH2:68][CH2:69]1.[n:23]1([O:24][C:25]([N:26]([CH3:27])[CH3:28])=[N+:29]([CH3:30])[CH3:31])[c:32]2[cH:33][cH:34][cH:35][cH:36][c:37]2[n:38][n:39]1>>[CH3:1][c:2]1[cH:3][c:4]([C:5](=[O:7])[NH:61][CH:57]([c:55]2[nH:54][c:53]3[c:52]([cH:51][c:50]([Cl:49])[cH:63][cH:62]3)[n:56]2)[CH2:58][C:59]#[CH:60])[cH:8][cH:9][c:10]1[C:11](=[O:12])[N:13]1[CH2:14][CH2:15][CH2:16][CH2:17]1. The reactants are CC=1N(C(=CC1)C)C1=C(C=C(C(=O)O)C=C1C)C (4-(2,5-dimethyl-1H-pyrrol-1-yl)-3,5-dimethylbenzoic acid), C=1C=CN2C1CNC1=C(C2)C=CC=C1 (10,11-dihydro-5H-pyrrolo[2,1-c][1,4]benzodiazepine), CCN(C(C)C)C(C)C (Hünig's base), C(C(=O)Cl)(=O)Cl (oxalyl chloride). Run in CN(C=O)C (N,N-dimethylformamide), O1CCCC1 (tetrahydrofuran), ClCCl (dichloromethane). Reaction conditions: time 8 hour. The product is CC=1N(C(=CC1)C)C1=C(C=C(C=C1C)C(=O)N1CC=2N(CC3=C1C=CC=C3)C=CC2)C ([4-(2,5-Dimethyl-1H-pyrrol-1-yl)-3,5-dimethyl-phenyl][10,11-dihydro-5H-pyrrolo[2,1-c][1,4]benzodiazepin-10-yl]methanone). Isolated yield 15.9%. Reaction SMILES: [CH3:1][C:2]1[N:3]([C:8]2[C:16]([CH3:17])=[CH:15][C:11]([C:12]([OH:14])=O)=[CH:10][C:9]=2[CH3:18])[C:4]([CH3:7])=[CH:5][CH:6]=1.C(Cl)(=O)C(Cl)=O.[CH:25]1[CH:26]=[CH:27][N:28]2[CH2:34][C:33]3[CH:35]=[CH:36][CH:37]=[CH:38][C:32]=3[NH:31][CH2:30][C:29]=12.CCN(C(C)C)C(C)C>O1CCCC1.ClCCl.CN(C)C=O>[CH3:7][C:4]1[N:3]([C:8]2[C:9]([CH3:18])=[CH:10][C:11]([C:12]([N:31]3[C:32]4[CH:38]=[CH:37][CH:36]=[CH:35][C:33]=4[CH2:34][N:28]4[CH:27]=[CH:26][CH:25]=[C:29]4[CH2:30]3)=[O:14])=[CH:15][C:16]=2[CH3:17])[C:2]([CH3:1])=[CH:6][CH:5]=1. Reported procedure: A solution of 4-(2,5-dimethyl-1H-pyrrol-1-yl)-3,5-dimethylbenzoic acid of Step B (0.495 g, 2 mmol) was dissolved in tetrahydrofuran (10 mL) and treated with N,N-dimethylformamide (10 μL) followed by oxalyl chloride (250 μL, 2.85 mmol) added dropwise to control gas evolution. When the gas evolution subsided, the solution was warmed to reflux for 5 minutes. The solution was then concentrated in vacuo, the residue was dissolved in tetrahydrofuran and evaporated to dryness. The residue was redissolv... As a reaction SMILES: [C@@H:1]12[O:9][CH2:8][C@@H:6]([O:7]1)[CH:5]=[CH:4][C@@H:2]2[OH:3].II.[OH2:12].N.CO>C(O)(=O)C.C([O-])(=O)C.[Ag+]>[CH2:8]1[O:9][C@@H:1]2[O:7][C@H:6]1[C@@H:5]1[O:12][C@@H:4]1[C@@H:2]2[OH:3] |f:2.3,6.7|. Yield: 93.8%. The reagents and catalysts are C(C)(=O)[O-].[Ag+] (silver acetate). Procedure: 0.13 g (1.00 mmol) of 1,6-anhydro-3,4-dideoxy-β-D-threo-hex-3-enopyranose represented by the above formula [3] was dissolved in 4.6 ml of acetic acid, and further 0.33 g (2.00 mmol) of silver acetate was added thereto. While vigorously stirring the solution at room temperature, 0.27 g (1.05 mmol) of iodine was gradually added to the solution. After the reaction mixture was stirred for 5 hours at room temperature under a nitrogen atmosphere, 40 ml of 25% ammonia water was gradually added to the s... The reactants are CO (methanol), [C@H]12[C@@H](O)C=C[C@H](O1)CO2 (1,6-anhydro-3,4-dideoxy-β-D-threo-hex-3-enopyranose), O.N (ammonia water), [ 3 ], II (iodine). Solvent: C(C)(=O)O (acetic acid). Yields the product C1[C@@H]2[C@H]3[C@H](O3)[C@@H]([C@H](O1)O2)O (1,6:3,4-dianhydro-β-D-talopyranose). Reactants: ClC1=CC(=C(C(=O)Cl)C=C1)C (4-chloro-2-methylbenzoyl chloride), ClC1=NC=C(C=C1)C(F)(F)F (2-chloro-5-(trifluoromethyl)pyridine), ClC1=C(C=CC(=C1)Cl)C1=NC(=NC=C1C=1NC=CN1)NCCNC1=NC=C(C=C1)[N+](=O)[O-] ([4-(2,4-dichlorophenyl)-5-imidazol-2-ylpyrimidin-2-yl]{2-[(5-nitro(2-pyridyl))amino]ethyl}amine). Yields the product ClC1=CC(=C(C=C1)C1=NC(=NC=C1C=1NC=CN1)NCCNC1=NC=C(C=C1)C(F)(F)F)C ([4-(4-chloro-2-methylphenyl)-5-imidazol-2-ylpyrimidin-2-yl](2-{[5-(trifluoromethyl)(2-pyridyl)]amino}ethyl)amine). RXN SMILES: [Cl:1][C:2]1[CH:10]=[CH:9][C:5]([C:6](Cl)=O)=[C:4]([CH3:11])[CH:3]=1.Cl[C:13]1[CH:18]=[CH:17][C:16]([C:19]([F:22])([F:21])[F:20])=[CH:15][N:14]=1.ClC1C=C(Cl)C=CC=1C1[C:36]([C:37]2[NH:38][CH:39]=[CH:40][N:41]=2)=[CH:35][N:34]=[C:33]([NH:42][CH2:43][CH2:44][NH:45]C2C=CC([N+]([O-])=O)=CN=2)[N:32]=1>>[Cl:1][C:2]1[CH:10]=[CH:9][C:5]([C:6]2[C:36]([C:37]3[NH:38][CH:39]=[CH:40][N:41]=3)=[CH:35][N:34]=[C:33]([NH:42][CH2:43][CH2:44][NH:45][C:13]3[CH:18]=[CH:17][C:16]([C:19]([F:22])([F:21])[F:20])=[CH:15][N:14]=3)[N:32]=2)=[C:4]([CH3:11])[CH:3]=1. Reported procedure: [4-(4-chloro-2-methylphenyl)-5-imidazol-2-ylpyrimidin-2-yl](2-{[5-(trifluoromethyl)(2-pyridyl)]amino}ethyl)amine was prepared from 4-chloro-2-methylbenzoyl chloride and 2-chloro-5-(trifluoromethyl)pyridine using the general method for [4-(2,4-dichlorophenyl)-5-imidazol-2-ylpyrimidin-2-yl]{2-[(5-nitro(2-pyridyl))amino]ethyl}amine,